This data is from the Open Reaction Database (ORD), a public repository of structured organic reaction records. The task is: describe an organic reaction: reactants, conditions, products, and yield Reactants: CC1=C(C=2C(N(C=C(C2)SC)CC(=O)C2=CC=CC=C2)=N1)C (2,3-dimethyl-5-methylthio-7-phenacylpyrrolo[2,3-b]pyridine), C1=CC(=CC(=C1)Cl)C(=O)OO (m-CPBA). The solvent is C(Cl)Cl (CH2Cl2), C(Cl)Cl (CH2Cl2). Product: CC1=C(C=2C(N(C=C(C2)S(=O)C)CC(=O)C2=CC=CC=C2)=N1)C (2,3-Dimethyl-5-methylsulfinyl-7-phenacylpyrrolo[2,3 -b]pyridine). Yield: 46.0%. RXN SMILES: [CH3:1][C:2]1[N:21]=[C:5]2[N:6]([CH2:12][C:13]([C:15]3[CH:20]=[CH:19][CH:18]=[CH:17][CH:16]=3)=[O:14])[CH:7]=[C:8]([S:10][CH3:11])[CH:9]=[C:4]2[C:3]=1[CH3:22].C1C=C(Cl)C=C(C(OO)=[O:31])C=1>C(Cl)Cl>[CH3:1][C:2]1[N:21]=[C:5]2[N:6]([CH2:12][C:13]([C:15]3[CH:20]=[CH:19][CH:18]=[CH:17][CH:16]=3)=[O:14])[CH:7]=[C:8]([S:10]([CH3:11])=[O:31])[CH:9]=[C:4]2[C:3]=1[CH3:22]. Reported procedure: A solution of 2,3-dimethyl-5-methylthio-7-phenacylpyrrolo[2,3-b]pyridine (35 mg, 0.1 mmol) in 20 ml CH2Cl2 was cooled to -20° C. an treated with 71% m-CPBA (27 mg, 0.1 mmol) for 30 min. The volume was adjusted 50 ml with CH2Cl2 and the organic layer washed twice with 50 ml 5% Na2CO3 and once with 2M HCl (reextraction trice with 25 ml CH2Cl2). The organic layer was dried over MgSO4 and evaporated leaving 15 mg (41%) pure title compound. Procedure: To a solution of 4-[3-(6-bromo-hexyl)-2-(2-ethoxycarbonyl-ethyl)-phenoxy]-butyric acid ethyl ester (3.48 g, 7.4 mmol), 3-bromo-5-hydroxy-N,N-dimethyl-benzamide (1.5 g, 6.17 mmol) in N,N-dimethylformamide (30 mL) and acetone (60 mL) was added potassium carbonate (8.51 g, 61.7 mmol). The resulting suspension was heated to 70° C. for 24 h. Then the reaction mixture was cooled to room temperature and diluted with water and 10% aq. HCl. The organic compound was extracted into ethyl acetate and the co... Run at temperature 70 celsius. Run in CN(C=O)C (N,N-dimethylformamide), CC(=O)C (acetone), O (water), Cl (HCl). Yield: 79.2%. Starting materials: C(C)OC(CCCOC1=C(C(=CC=C1)CCCCCCBr)CCC(=O)OCC)=O (4-[3-(6-bromo-hexyl)-2-(2-ethoxycarbonyl-ethyl)-phenoxy]-butyric acid ethyl ester), BrC=1C=C(C(=O)N(C)C)C=C(C1)O (3-bromo-5-hydroxy-N,N-dimethyl-benzamide), C([O-])([O-])=O.[K+].[K+] (potassium carbonate). As a reaction SMILES: [CH2:1]([O:3][C:4](=[O:29])[CH2:5][CH2:6][CH2:7][O:8][C:9]1[CH:14]=[CH:13][CH:12]=[C:11]([CH2:15][CH2:16][CH2:17][CH2:18][CH2:19][CH2:20]Br)[C:10]=1[CH2:22][CH2:23][C:24]([O:26][CH2:27][CH3:28])=[O:25])[CH3:2].[Br:30][C:31]1[CH:32]=[C:33]([CH:39]=[C:40]([OH:42])[CH:41]=1)[C:34]([N:36]([CH3:38])[CH3:37])=[O:35].C(=O)([O-])[O-].[K+].[K+]>CN(C)C=O.CC(C)=O.O.Cl>[CH2:1]([O:3][C:4](=[O:29])[CH2:5][CH2:6][CH2:7][O:8][C:9]1[CH:14]=[CH:13][CH:12]=[C:11]([CH2:15][CH2:16][CH2:17][CH2:18][CH2:19][CH2:20][O:42][C:40]2[CH:39]=[C:33]([C:34](=[O:35])[N:36]([CH3:38])[CH3:37])[CH:32]=[C:31]([Br:30])[CH:41]=2)[C:10]=1[CH2:22][CH2:23][C:24]([O:26][CH2:27][CH3:28])=[O:25])[CH3:2] |f:2.3.4|. Yields the product C(C)OC(CCCOC1=C(C(=CC=C1)CCCCCCOC1=CC(=CC(=C1)C(N(C)C)=O)Br)CCC(=O)OCC)=O (4-[3-[6-(3-Bromo-5-dimethylcarbamoyl-phenoxy)-hexyl]-2-(2-ethoxycarbonyl-ethyl)-phenoxy]-butyric acid ethyl ester). The reactants are [OH-].[Na+] (NaOH), CNO (N-methylhydroxylamine), Cl (HCl), [OH-].[Na+] (NaOH), C(C1=CC=CC=C1)(=O)C(C(=O)OCC)CC#C (ethyl α-benzoyl-α-propargylacetate). Solvent: O (water), CCOCC (ether), O (water), CO (methanol), CO (methanol). Run at temperature -30 celsius, time 10 minute. The product is CN1OC(C(C1=O)CC#C)C1=CC=CC=C1 (2-methyl-5-phenyl-4-propargylisoxazolin-3-one). Isolated yield 34.5%. Reaction SMILES: [OH-].[Na+].[C:3]([CH:11]([CH2:17][C:18]#[CH:19])[C:12](OCC)=[O:13])(=[O:10])[C:4]1[CH:9]=[CH:8][CH:7]=[CH:6][CH:5]=1.[CH3:20][NH:21]O.Cl>O.CO.CCOCC>[CH3:20][N:21]1[C:12](=[O:13])[CH:11]([CH2:17][C:18]#[CH:19])[CH:3]([C:4]2[CH:9]=[CH:8][CH:7]=[CH:6][CH:5]=2)[O:10]1 |f:0.1|. Reported procedure: A stirred solution of 0.28 g (7.0 mmol) of NaOH in 3 mL of water and 7 mL of methanol was cooled to -30° C. and and a solution of 1.42 g (6.2 mmol) of ethyl α-benzoyl-α-propargylacetate in 2 mL of methanol was added dropwise over 2 min. The mixture was stirred at -30° C. for 10 min and a precooled slurry of 0.54 g (13.5 mmol) of NaOH and 1.02 g (12.2 mmol) of N-methylhydroxylamine in 1.5 mL of water was added in one portion. After the mixture had been stirred at -30° C. for 2 h, a 2 mL portion o... The reactants are CO (MeOH), O (H2O), CC(C(=O)C1=CN(C2=NC=C(N=C21)C=2C=C(C=CC2)N2CC(CC2)(C)COC(C)=O)COCC[Si](C)(C)C)(C)C (acetic acid 1-{3-[7-(2,2-dimethyl-propionyl)-5-(2-trimethylsilanyl-ethoxymethyl)-5H-pyrrolo[2,3-b]pyrazin-2-yl]-phenyl}-3-methyl-pyrrolidin-3-ylmethyl ester), C(C)(=O)[O-] (acetate). Run in CCN(CC)CC (Et3N). The product is OCC1(CN(CC1)C=1C=C(C=CC1)C=1N=C2C(=NC1)NC=C2C(C(C)(C)C)=O)C (1-{2-[3-(3-Hydroxymethyl-3-methyl-pyrrolidin-1-yl)-phenyl]-5H-pyrrolo[2,3-b]pyrazin-7-yl}-2,2-dimethyl-propan-1-one), hexanes EtOAc. Yield: 0.0%. Reaction SMILES: [CH3:1][C:2]([CH3:40])([CH3:39])[C:3]([C:5]1[C:13]2[C:8](=[N:9][CH:10]=[C:11]([C:14]3[CH:15]=[C:16]([N:20]4[CH2:24][CH2:23][C:22]([CH2:26][O:27]C(=O)C)([CH3:25])[CH2:21]4)[CH:17]=[CH:18][CH:19]=3)[N:12]=2)[N:7](COCC[Si](C)(C)C)[CH:6]=1)=[O:4].C([O-])(=O)C.CO.O>CCN(CC)CC>[OH:27][CH2:26][C:22]1([CH3:25])[CH2:23][CH2:24][N:20]([C:16]2[CH:15]=[C:14]([C:11]3[N:12]=[C:13]4[C:5]([C:3](=[O:4])[C:2]([CH3:39])([CH3:1])[CH3:40])=[CH:6][NH:7][C:8]4=[N:9][CH:10]=3)[CH:19]=[CH:18][CH:17]=2)[CH2:21]1. Procedure: 1-{2-[3-(3-Hydroxymethyl-3-methyl-pyrrolidin-1-yl)-phenyl]-5H-pyrrolo[2,3-b]pyrazin-7-yl}-2,2-dimethyl-propan-1-one was prepared following a similar procedure but using acetic acid 1-{3-[7-(2,2-dimethyl-propionyl)-5-(2-trimethylsilanyl-ethoxymethyl)-5H-pyrrolo[2,3-b]pyrazin-2-yl]-phenyl}-3-methyl-pyrrolidin-3-ylmethyl ester as starting material. In this reaction, the acetate was hydrolysed at the same time of the second step of the SEM hydrolysis by heated at reflux the hydrolysis intermediate i... The reactants are C1CCOC1, O=C(O)c1nccnc1O. Product: OCc1nccnc1O. Reaction SMILES: [O:11]1[CH2:12][CH2:13][CH2:14][CH2:15]1.[OH:1][c:2]1[c:3]([C:8](=[O:9])[OH:10])[n:4][cH:5][cH:6][n:7]1>>[OH:1][c:2]1[c:3]([CH2:8][OH:9])[n:4][cH:5][cH:6][n:7]1. The reactants are FC1=C(C=CC(=C1)I)NC1=C(C(=CC(=C1)F)F)[N+](=O)[O-] (2-fluoro-N-(3,5-difluoro-2-nitrophenyl)-4-iodobenzenamine), FC1=C(C=CC(=C1)I)NC1=C(C(=CC(=C1)F)F)[N+](=O)[O-] (2-fluoro-N-(3,5-difluoro-2-nitrophenyl)-4-iodobenzenamine), C(C)O (ethanol), [O-]S(=O)S(=O)[O-].[Na+].[Na+] (Na2S2O4). Solvent: O (water). Conditions: temperature 70 celsius. Yields the product FC1=C(C(=CC(=C1)OC)NC1=C(C=C(C=C1)I)F)N (3-fluoro-N1-(2-fluoro-4-iodophenyl)-5-methoxybenzene-1,2-diamine). Reaction SMILES: [F:1][C:2]1[CH:7]=[C:6]([I:8])[CH:5]=[CH:4][C:3]=1[NH:9][C:10]1[CH:15]=[C:14](F)[CH:13]=[C:12]([F:17])[C:11]=1[N+:18]([O-])=O.[O-]S(S([O-])=O)=O.[Na+].[Na+].[CH2:29]([OH:31])C>O>[F:17][C:12]1[CH:13]=[C:14]([O:31][CH3:29])[CH:15]=[C:10]([NH:9][C:3]2[CH:4]=[CH:5][C:6]([I:8])=[CH:7][C:2]=2[F:1])[C:11]=1[NH2:18] |f:1.2.3|. Procedure: A suspension of 2-fluoro-N-(3,5-difluoro-2-nitrophenyl)-4-iodobenzenamine (Intermediate 17, 550 mg, 1.35 mmol) in ethanol (12 mL) was stirred at 70° C. to obtain a clear solution. To this hot solution was added dropwise a freshly prepared solution of Na2S2O4 (707 mg, 4.0 mmol) in water (2 mL) and stirred the reaction mixture at 90° C. for 1 h. The progress of reaction was monitored by TLC. After completion, the reaction mixture was concentrated and residue dissolved in ethyl acetate. The organic... Yields the product CS(=O)(=O)c1ccccc1OC1CCN(C(=O)CNC(=O)c2cc(-c3ccccc3)[nH]n2)CC1. RXN SMILES: [CH3:38][CH2:39][N:40]=[C:41]=[N:42][CH2:43][CH2:44][CH2:45][N:46]([CH3:47])[CH3:48].[CH3:51][S:52](=[O:53])(=[O:54])[c:55]1[c:56]([O:57][CH:58]2[CH2:59][CH2:60][NH:61][CH2:62][CH2:63]2)[cH:64][cH:65][cH:66][cH:67]1.[CH:1]([N:2]([CH2:3][CH3:4])[CH:5]([CH3:6])[CH3:7])([CH3:8])[CH3:9].[ClH:49].[ClH:50].[O:68]=[CH:69][N:70]([CH3:71])[CH3:72].[OH2:73].[OH:28][n:29]1[c:30]2[c:31]([cH:32][cH:33][cH:34][cH:35]2)[n:36][n:37]1.[c:10]1(-[c:16]2[cH:17][c:18]([C:21](=[O:22])[NH:23][CH2:24][C:25](=[O:26])[OH:27])[n:19][nH:20]2)[cH:11][cH:12][cH:13][cH:14][cH:15]1>>[c:10]1(-[c:16]2[cH:17][c:18]([C:21](=[O:22])[NH:23][CH2:24][C:25](=[O:27])[N:61]3[CH2:60][CH2:59][CH:58]([O:57][c:56]4[c:55]([S:52]([CH3:51])(=[O:53])=[O:54])[cH:67][cH:66][cH:65][cH:64]4)[CH2:63][CH2:62]3)[n:19][nH:20]2)[cH:11][cH:12][cH:13][cH:14][cH:15]1. Starting materials: CCN=C=NCCCN(C)C, CS(=O)(=O)c1ccccc1OC1CCNCC1, CCN(C(C)C)C(C)C, Cl, Cl, CN(C)C=O, O, On1nnc2ccccc21, O=C(O)CNC(=O)c1cc(-c2ccccc2)[nH]n1.